This data is from the Open Reaction Database (ORD), a public repository of structured organic reaction records. The task is: describe an organic reaction: reactants, conditions, products, and yield Reactants: O=C(CCl)NCc1ccccc1, CCOC(C)=O, CCN(C(C)C)C(C)C, Nc1ccc(F)cc1F, CN(C)C=O. Product: O=C(CNc1ccc(F)cc1F)NCc1ccccc1. As a reaction SMILES: [CH2:1]([c:2]1[cH:3][cH:4][cH:5][cH:6][cH:7]1)[NH:8][C:9]([CH2:10][Cl:11])=[O:12].[CH3:36][CH2:37][O:38][C:39]([CH3:40])=[O:41].[CH:13]([N:14]([CH2:15][CH3:16])[CH:17]([CH3:18])[CH3:19])([CH3:20])[CH3:21].[F:22][c:23]1[c:24]([NH2:25])[cH:26][cH:27][c:28]([F:30])[cH:29]1.[O:31]=[CH:32][N:33]([CH3:34])[CH3:35]>>[CH2:1]([c:2]1[cH:3][cH:4][cH:5][cH:6][cH:7]1)[NH:8][C:9]([CH2:10][NH:25][c:24]1[c:23]([F:22])[cH:29][c:28]([F:30])[cH:27][cH:26]1)=[O:12]. The reactants are CNC(=O)c1c(-c2ccc(F)cc2)oc2cc(N)c(OC(C)C)cc12, CS(=O)(=O)Cl, ClCCl, Nc1ccccc1, O, c1ccncc1. Product: CNC(=O)c1c(-c2ccc(F)cc2)oc2cc(NS(C)(=O)=O)c(OC(C)C)cc12. RXN SMILES: [CH3:1][NH:2][C:3](=[O:4])[c:5]1[c:6](-[c:19]2[cH:20][cH:21][c:22]([F:25])[cH:23][cH:24]2)[o:7][c:8]2[c:9]1[cH:10][c:11]([O:15][CH:16]([CH3:17])[CH3:18])[c:12]([NH2:14])[cH:13]2.[CH3:32][S:33]([Cl:34])(=[O:35])=[O:36].[Cl:44][CH2:45][Cl:46].[NH2:37][c:38]1[cH:39][cH:40][cH:41][cH:42][cH:43]1.[OH2:47].[cH:26]1[cH:27][cH:28][n:29][cH:30][cH:31]1>>[CH3:1][NH:2][C:3](=[O:4])[c:5]1[c:6](-[c:19]2[cH:20][cH:21][c:22]([F:25])[cH:23][cH:24]2)[o:7][c:8]2[c:9]1[cH:10][c:11]([O:15][CH:16]([CH3:17])[CH3:18])[c:12]([NH:14][S:33]([CH3:32])(=[O:35])=[O:36])[cH:13]2. Starting materials: FC1=CC=C(C=C1)C=1N=C(NC1C1=CC=C(C=C1)F)S(=O)(=O)C(C(F)F)(F)F (4,5-bis(4-fluorophenyl)-2-(1,1,2,2-tetrafluoroethylsulfonyl)imidazole), CC(C)([O-])C.[K+] (potassium t-butoxide), [I-].[K+] (potassium iodide), C(C(C)(C)C)(=O)OCCl (chloromethyl pivalate). Solvent: C(OC)COC (glyme), C(OC)COC (glyme). The product is FC1=CC=C(C=C1)C=1N=C(N(C1C1=CC=C(C=C1)F)COC(C(C)(C)C)=O)S(=O)(=O)C(C(F)F)(F)F (4,5-bis(4-Fluorophenyl)-1-(pivaloyloxymethyl)-2-(1,1,2,2-tetrafluoroethylsulfonyl)imidazole). Yield: 63.9%. As a reaction SMILES: [F:1][C:2]1[CH:7]=[CH:6][C:5]([C:8]2[N:9]=[C:10]([S:20]([C:23]([F:28])([F:27])[CH:24]([F:26])[F:25])(=[O:22])=[O:21])[NH:11][C:12]=2[C:13]2[CH:18]=[CH:17][C:16]([F:19])=[CH:15][CH:14]=2)=[CH:4][CH:3]=1.CC(C)([O-])C.[K+].[C:35]([O:41][CH2:42]Cl)(=[O:40])[C:36]([CH3:39])([CH3:38])[CH3:37].[I-].[K+]>C(COC)OC>[F:1][C:2]1[CH:7]=[CH:6][C:5]([C:8]2[N:9]=[C:10]([S:20]([C:23]([F:28])([F:27])[CH:24]([F:25])[F:26])(=[O:21])=[O:22])[N:11]([CH2:42][O:41][C:35](=[O:40])[C:36]([CH3:39])([CH3:38])[CH3:37])[C:12]=2[C:13]2[CH:14]=[CH:15][C:16]([F:19])=[CH:17][CH:18]=2)=[CH:4][CH:3]=1 |f:1.2,4.5|. Procedure details: To a solution of 5.0 g (0.012 mole) of 4,5-bis(4-fluorophenyl)-2-(1,1,2,2-tetrafluoroethylsulfonyl)imidazole in 50 ml glyme was added 1.7 g (0.015 mole) of potassium t-butoxide, followed by a solution of 4.6 g (0.031 mole) of chloromethyl pivalate in 25 ml of glyme dropwise and a catalytic amount of potassium iodide. The reaction mixture was heated at reflux overnight, then poured onto water. The aqueous mixture was extracted with ether. The combined ether extracts were washed, then dried and co... The reactants are N#Cc1ccc(N(C(=O)C(F)(F)F)c2cccc3c2CCC=C3)cc1, ClCCl, O=C(OO)c1cccc(Cl)c1. The product is N#Cc1ccc(N(C(=O)C(F)(F)F)c2cccc3c2CCC2OC32)cc1. Reaction SMILES: [C:1](#[N:2])[c:3]1[cH:4][cH:5][c:6]([N:9]([C:10]([C:11]([F:12])([F:13])[F:14])=[O:15])[c:16]2[cH:17][cH:18][cH:19][c:20]3[c:25]2[CH2:24][CH2:23][CH:22]=[CH:21]3)[cH:7][cH:8]1.[CH2:37]([Cl:38])[Cl:39].[Cl:26][c:27]1[cH:28][c:29]([C:34](=[O:31])[O:35][OH:36])[cH:30][cH:32][cH:33]1>>[C:1](#[N:2])[c:3]1[cH:4][cH:5][c:6]([N:9]([C:10]([C:11]([F:12])([F:13])[F:14])=[O:15])[c:16]2[cH:17][cH:18][cH:19][c:20]3[c:25]2[CH2:24][CH2:23][CH:22]2[CH:21]3[O:31]2)[cH:7][cH:8]1. The reactants are C(C)(C)(C)OC(=O)N1CC(C(CC1)N1CCC1)C(N)=O (4-azetidin-1-yl-3-carbamoyl-piperidine-1-carboxylic acid tert-butyl ester), C(=O)(C(F)(F)F)O (TFA). The solvent is C(Cl)Cl (DCM). Run at time 1 hour. The product is N1(CCC1)[C@H]1[C@@H](CNCC1)C(=O)N ((±)-(trans)-4-Azetidin-1-yl-piperidine-3-carboxylic acid amide). The yield is 69.0%. Reaction SMILES: C(OC([N:8]1[CH2:13][CH2:12][CH:11]([N:14]2[CH2:17][CH2:16][CH2:15]2)[CH:10]([C:18](=[O:20])[NH2:19])[CH2:9]1)=O)(C)(C)C.C(O)(C(F)(F)F)=O>C(Cl)Cl>[N:14]1([C@@H:11]2[CH2:12][CH2:13][NH:8][CH2:9][C@H:10]2[C:18]([NH2:19])=[O:20])[CH2:17][CH2:16][CH2:15]1. Procedure: To a solution of 4-azetidin-1-yl-piperidine-1,3-dicarboxylic acid 1-tert-butyl ester 3-methyl ester (0.66 g. 2.21 mmol) in anhydrous DMF (13 mL) was added formamide (370 μL, 9.32 mmol). The mixture was heated to 100° C. and a solution of sodium methoxide in MeOH (25 w/w. 330 μL, 1.44 mmol) was added with heating being continued for 2 h. The reaction mixture was cooled to RT, then loaded onto an Isolute® SCX-2 cartridge. The cartridge was washed with MeOH then eluted with 2 M NH3 in MeOH to give ... Starting materials: [OH-].[K+] (KOH), C1(=CC=CC=C1)C1=NN=C(C2=CC=CC=C12)S (4-phenylphthalazine-1-thiol), ClC=1C=C(CBr)C=CC1 (3-Chlorobenzylbromide). Solvent: C(C)O (ethanol). Conditions: time 10 minute. Yields the product ClC=1C=C(CSC2=NN=C(C3=CC=CC=C23)C2=CC=CC=C2)C=CC1 (1-(3-Chlorobenzylthio)-4-Phenylphthalazine). Isolated yield 11.0%. As a reaction SMILES: [C:1]1([C:7]2[C:16]3[C:11](=[CH:12][CH:13]=[CH:14][CH:15]=3)[C:10]([SH:17])=[N:9][N:8]=2)[CH:6]=[CH:5][CH:4]=[CH:3][CH:2]=1.[OH-].[K+].[Cl:20][C:21]1[CH:22]=[C:23]([CH:26]=[CH:27][CH:28]=1)[CH2:24]Br>C(O)C>[Cl:20][C:21]1[CH:22]=[C:23]([CH:26]=[CH:27][CH:28]=1)[CH2:24][S:17][C:10]1[C:11]2[C:16](=[CH:15][CH:14]=[CH:13][CH:12]=2)[C:7]([C:1]2[CH:2]=[CH:3][CH:4]=[CH:5][CH:6]=2)=[N:8][N:9]=1 |f:1.2|. Reported procedure: To a suspension of 4-phenylphthalazine-1-thiol (1 mmol; from Example 1B) in ethanol (20 ml) is added aqueous KOH (1 molar;1 ml), and the mixture is stirred for 10 minutes to give a clear solution. 3-Chlorobenzylbromide (0.13 ml, 1 mmol) is added at room temperature, and the solution is stirred overnight. Work-up yields the title compound as a white solid (40 mg). Starting materials: ClC1=C2N=C(N(C2=NC=N1)C)C (6-chloro-8,9-dimethyl-9H-purine), Cl.S1C(=CC=C1)CN1C(=NC2=C1C=CC=C2)CC2CCN(CC2)C(=O)OCC (ethyl 4-[[1-(2-thienylmethyl)-1H-benzimidazol-2-yl]methyl]-1-piperidinecarboxylate monohydrochloride), [OH-].[K+] (potassium hydroxide), CC(C)O (2-propanol). The solvent is O (water). Yields the product 27, N1CCC(CC1)CC1=NC2=C(N1CC=1SC=CC1)C=CC=C2 (2-(4-piperidinylmethyl)-1-(2-thienylmethyl)-1H-benzimidazole). Yield: 49.0%. Reaction SMILES: ClC1N=CN=C2C=1N=C(C)N2C.Cl.[S:14]1[CH:18]=[CH:17][CH:16]=[C:15]1[CH2:19][N:20]1[C:24]2[CH:25]=[CH:26][CH:27]=[CH:28][C:23]=2[N:22]=[C:21]1[CH2:29][CH:30]1[CH2:35][CH2:34][N:33](C(OCC)=O)[CH2:32][CH2:31]1.[OH-].[K+].CC(O)C>O>[NH:33]1[CH2:34][CH2:35][CH:30]([CH2:29][C:21]2[N:20]([CH2:19][C:15]3[S:14][CH:18]=[CH:17][CH:16]=3)[C:24]3[CH:25]=[CH:26][CH:27]=[CH:28][C:23]=3[N:22]=2)[CH2:31][CH2:32]1 |f:1.2,3.4|. Procedure: A mixture of 68 parts of ethyl 4-[[1-(2-thienylmethyl)-1H-benzimidazol-2-yl]methyl]-1-piperidinecarboxylate monohydrochloride, 95 parts of potassium hydroxide, 800 parts of 2-propanol and 10 parts of water was stirred and refluxed for 6 hours. The reaction mixture was evaporated and water was added to the residue. The product was extracted with methylbenzene. The extract was dried, filtered and evaporated. The residue was crystallized from 1,1'-oxybisethane. The product was filtered off and drie...